Task: describe an organic reaction: reactants, conditions, products, and yield. Dataset: the Open Reaction Database (ORD), a public repository of structured organic reaction records Reactants: FC(F)(Br)C(F)(F)Br, Oc1cccc(Br)c1, CS(C)=O, [K+], [OH-], Cc1ccccc1C. The product is FC(F)(Br)C(F)(F)Oc1cccc(Br)c1. Reaction SMILES: [Br:15][C:16]([C:17]([Br:18])([F:19])[F:20])([F:21])[F:22].[Br:1][c:2]1[cH:3][c:4]([OH:8])[cH:5][cH:6][cH:7]1.[CH3:11][S:12]([CH3:13])=[O:14].[K+:10].[OH-:9].[c:23]1([CH3:24])[c:25]([CH3:26])[cH:27][cH:28][cH:29][cH:30]1>>[Br:1][c:2]1[cH:3][c:4]([O:8][C:17]([C:16]([Br:15])([F:21])[F:22])([F:19])[F:20])[cH:5][cH:6][cH:7]1. Reactants: C(C)(C)(C)C=1C=C(C=CC1N1CCCCC1)C(C#C)O (1-(3-tert-butyl-4-piperidin-1-ylphenyl)prop-2-yn-1-ol), IC1=CC=C(C(=O)O)C=C1 (4-iodobenzoic acid). The reagents and catalysts are [Cu](I)I (copper iodide), Cl[Pd]([P](C1=CC=CC=C1)(C2=CC=CC=C2)C3=CC=CC=C3)([P](C4=CC=CC=C4)(C5=CC=CC=C5)C6=CC=CC=C6)Cl (bis(triphenylphosphine)palladium chloride). Yields the product C(C)(C)(C)C=1C=C(C=CC1N1CCCCC1)C(C#CC1=CC=C(C(=O)O)C=C1)O (4-[3-(3-tert-butyl-4-piperidin-1-ylphenyl)-3-hydroxyprop-1-ynyl]benzoic acid), solid. Isolated yield 46.0%. RXN SMILES: [C:1]([C:5]1[CH:6]=[C:7]([CH:17]([OH:20])[C:18]#[CH:19])[CH:8]=[CH:9][C:10]=1[N:11]1[CH2:16][CH2:15][CH2:14][CH2:13][CH2:12]1)([CH3:4])([CH3:3])[CH3:2].I[C:22]1[CH:30]=[CH:29][C:25]([C:26]([OH:28])=[O:27])=[CH:24][CH:23]=1>[Cu](I)I.Cl[Pd](Cl)([P](C1C=CC=CC=1)(C1C=CC=CC=1)C1C=CC=CC=1)[P](C1C=CC=CC=1)(C1C=CC=CC=1)C1C=CC=CC=1>[C:1]([C:5]1[CH:6]=[C:7]([CH:17]([OH:20])[C:18]#[C:19][C:22]2[CH:30]=[CH:29][C:25]([C:26]([OH:28])=[O:27])=[CH:24][CH:23]=2)[CH:8]=[CH:9][C:10]=1[N:11]1[CH2:12][CH2:13][CH2:14][CH2:15][CH2:16]1)([CH3:4])([CH3:3])[CH3:2] |^1:36,55|. Reported procedure: In a manner analogous to example 1 e, the process is carried out by a reaction of 1.18 g (4.4 mmol) of 1-(3-tert-butyl-4-piperidin-1-ylphenyl)prop-2-yn-1-ol with 890 mg (3.6 mmol) of 4-iodobenzoic acid, 35 mg (0.18 mmol) of copper iodide and 63 mg (0.09 mmol) of bis(triphenylphosphine)palladium chloride. 650 mg of 4-[3-(3-tert-butyl-4-piperidin-1-ylphenyl)-3-hydroxyprop-1-ynyl]benzoic acid are obtained in the form of a beige solid (Mp=112° C., yield=46%). Starting materials: C(C(=O)Cl)(=O)Cl (Oxalyl chloride), CN(C/C=C/C(=O)NC1=NC(=CC=C1)NC1=NC=NC(=C1)NC1=CC=CC=C1)C ((E)-4-(dimethylamino)-N-(6-(6-(phenylamino)pyrimidin-4-ylamino)pyridine-2-yl)but-2-enamide), C(C)#N (acetonitrile), Cl.CN(C)/C(/C(=O)O)=C\C (N,N-dimethylamino crotonic acid hydrochloride). Run in CN(C)C=O (DMF). Run at temperature 2.5 celsius, time 2 hour. Yields the product CN(C)C/C=C/C(=O)Cl (dimethylaminocrotonyl chloride). RXN SMILES: [CH3:1][N:2]([CH3:29])[CH2:3]/[CH:4]=[CH:5]/[C:6](NC1C=CC=C(NC2C=C(NC3C=CC=CC=3)N=CN=2)N=1)=[O:7].C(#N)C.Cl.CN(/C(=C\C)/C(O)=O)C.C(Cl)(=O)C([Cl:46])=O>CN(C=O)C>[CH3:1][N:2]([CH2:3]/[CH:4]=[CH:5]/[C:6]([Cl:46])=[O:7])[CH3:29] |f:2.3|. Reported procedure: Synthesis of (E)-4-(dimethylamino)-N-(6-(6-(phenylamino)pyrimidin-4-ylamino)pyridine-2-yl)but-2-enamide (I-73) To a stirred solution of acetonitrile (20 mL) and DMF (0.05 mL) under N2 was added N,N-dimethylamino crotonic acid hydrochloride (0.47 g, 2.8 mmol). After 10 min this solution was cooled to 0-5° C. Oxalyl chloride (0.44 g, 3.5 mmol) was added and the reaction mixture was maintained at 0-5° C. for 30 min. It was allowed to warm to rt and stirring was continued for 2 h. It was then heated...